Dataset: the Open Reaction Database (ORD), a public repository of structured organic reaction records. Task: describe an organic reaction: reactants, conditions, products, and yield Reaction SMILES: [NH2:1][C:2]1[NH:6][N:5]=[C:4]([NH:7][C:8]2[CH:13]=[CH:12][CH:11]=[C:10]([Cl:14])[CH:9]=2)[C:3]=1[C:15]#[N:16].C(=O)([O-])[O-:18].[K+].[K+].OO>CS(C)=O>[NH2:1][C:2]1[NH:6][N:5]=[C:4]([NH:7][C:8]2[CH:13]=[CH:12][CH:11]=[C:10]([Cl:14])[CH:9]=2)[C:3]=1[C:15]([NH2:16])=[O:18] |f:1.2.3|. Product: NC1=C(C(=NN1)NC1=CC(=CC=C1)Cl)C(=O)N (5-amino-3-((3-chlorophenyl)amino)-1H-pyrazole-4-carboxamide). Reactants: OO (hydrogen peroxide), NC1=C(C(=NN1)NC1=CC(=CC=C1)Cl)C#N (5-amino-3-((3-chlorophenyl)amino)-1H-pyrazole-4-carbonitrile), C([O-])([O-])=O.[K+].[K+] (potassium carbonate), OO (hydrogen peroxide), ice water. Procedure: Dissolved 5-amino-3-((3-chlorophenyl)amino)-1H-pyrazole-4-carbonitrile in DMSO (40 mL), added potassium carbonate (0.50 eq, 2.59 g), then added hydrogen peroxide solution (3.5 mL of 30% solution in deionized water) dropwise over ice bath over the course of 10 minutes. After the final addition, kept on ice bath for 2 h, then heated to room temperature and stirred until complete by TLC. After 24 h, reaction had not come to completion, so the amount of hydrogen peroxide was doubled (additional 3.5 ... Conditions: time 2 hour. Run in CS(=O)C (DMSO). The reactants are NC[C@H](C[C@@H]1COCCC1)NC(OC(C)(C)C)=O (tert-butyl (S)-1-amino-3-((R)-tetrahydro-2H-pyran-3-yl)propan-2-ylcarbamate), ClC(=O)OC1=CC=C(C=C1)[N+](=O)[O-] (4-nitrophenyl chloroformate), TEA. Solvent: C(Cl)Cl (DCM). Run at time 5 minute. Yields the product C(C)(C)(C)OC(=O)N[C@H](CNC(OC1=CC=C(C=C1)[N+](=O)[O-])=O)C[C@@H]1COCCC1 ((4-nitrophenyl) (S)-2-(N-(tert-butoxycarbonyl)amino)-3-((R)-tetrahydro-2H-pyran-3-yl)propylcarbamate). As a reaction SMILES: [NH2:1][CH2:2][C@@H:3]([NH:11][C:12](=[O:18])[O:13][C:14]([CH3:17])([CH3:16])[CH3:15])[CH2:4][C@H:5]1[CH2:10][CH2:9][CH2:8][O:7][CH2:6]1.Cl[C:20]([O:22][C:23]1[CH:28]=[CH:27][C:26]([N+:29]([O-:31])=[O:30])=[CH:25][CH:24]=1)=[O:21]>C(Cl)Cl>[C:14]([O:13][C:12]([NH:11][C@@H:3]([CH2:4][C@H:5]1[CH2:10][CH2:9][CH2:8][O:7][CH2:6]1)[CH2:2][NH:1][C:20](=[O:21])[O:22][C:23]1[CH:24]=[CH:25][C:26]([N+:29]([O-:31])=[O:30])=[CH:27][CH:28]=1)=[O:18])([CH3:15])([CH3:17])[CH3:16]. Reported procedure: To a solution of tert-butyl (S)-1-amino-3-((R)-tetrahydro-2H-pyran-3-yl)propan-2-ylcarbamate (20.8 mg, 0.081 mmol) in anhydrous DCM (9 mL) was added 4-nitrophenyl chloroformate (17.1 mg, 0.085 mmol), followed by TEA (12.2 mg, 17 μL, 0.12 mmol). The resulting solution was stirred at rt for 5 min (monitored by LC-MS) and diluted to 12 mL. An aliquot of the carbamate mixture solution (2 mL) was used for the next step without purification. Reactants: O=C([O-])O, CCC(=O)OC(=O)CC, COc1ccc(C=O)cc1OC, [K+], O=C1CNC(=O)N1, O. Product: COc1ccc(C=C2NC(=O)NC2=O)cc1OC. RXN SMILES: [C:20](=[O:21])([OH:22])[O-:23].[C:26]([O:27][C:28](=[O:29])[CH2:30][CH3:31])(=[O:32])[CH2:33][CH3:34].[CH3:1][O:2][c:3]1[cH:4][cH:5][c:6]([CH:7]=[O:8])[cH:9][c:10]1[O:11][CH3:12].[K+:24].[O:13]=[C:14]1[CH2:15][NH:16][C:17](=[O:18])[NH:19]1.[OH2:25]>>[CH3:1][O:2][c:3]1[cH:4][cH:5][c:6]([CH:7]=[C:15]2[C:14](=[O:13])[NH:19][C:17](=[O:18])[NH:16]2)[cH:9][c:10]1[O:11][CH3:12].